From a dataset of the Open Reaction Database (ORD), a public repository of structured organic reaction records. describe an organic reaction: reactants, conditions, products, and yield The reactants are C(C)(=O)OCC#CC1=COC=C1 (3-(3-acetyloxy-l-propynyl)furan), BrC1=COC=C1 (3-bromofuran). The reagents and catalysts are [Cl-].[Zn+2].[Cl-] (zinc chloride), C=1C=CC(=CC1)[P](C=2C=CC=CC2)(C=3C=CC=CC3)[Pd]([P](C=4C=CC=CC4)(C=5C=CC=CC5)C=6C=CC=CC6)([P](C=7C=CC=CC7)(C=8C=CC=CC8)C=9C=CC=CC9)[P](C=1C=CC=CC1)(C=1C=CC=CC1)C=1C=CC=CC1 (Pd(P(C6H5)3)4). Run in C1CCOC1 (THF). Run at time 4 hour. Yields the product O1C=C(C=C1)C(=C=C)C1=COC=C1 ([1,1-di(3-furyl)]-1,2-propadiene). Isolated yield 83.4%. Reaction SMILES: [C:1]([O:4][CH2:5][C:6]#[C:7][C:8]1[CH:12]=[CH:11][O:10][CH:9]=1)(=O)[CH3:2].Br[C:14]1C=CO[CH:15]=1>C1COCC1.C1C=CC([P]([Pd]([P](C2C=CC=CC=2)(C2C=CC=CC=2)C2C=CC=CC=2)([P](C2C=CC=CC=2)(C2C=CC=CC=2)C2C=CC=CC=2)[P](C2C=CC=CC=2)(C2C=CC=CC=2)C2C=CC=CC=2)(C2C=CC=CC=2)C2C=CC=CC=2)=CC=1.[Cl-].[Zn+2].[Cl-]>[O:4]1[CH:1]=[CH:2][C:6]([C:7]([C:8]2[CH:12]=[CH:11][O:10][CH:9]=2)=[C:14]=[CH2:15])=[CH:5]1 |f:4.5.6,^1:27,29,48,67|. Reported procedure: To a mixture of 3-(3-acetyloxy-l-propynyl)furan (1.44 g, 8.7 mmol), 3-bromofuran (2.55 g, 0.017 mol), and Pd(P(C6H5)3)4 (1.0 g, 0.8 mmol) in THF was added added zinc chloride (0.5M in THF, 34 ml, 0.017 mol) and the mixture was stirred at room temperature for 4 hours. The reaction mixture was concentrated in vacuo and the residue was purified by silica column chromatography (methylene chloride/hexane, 2:1) to afford 1.25 g (85%) of [1,1-di(3-furyl)]-1,2-propadiene (Formula III: R3 and R4 together... Starting materials: O (water), [H-].[Al+3].[Li+].[H-].[H-].[H-] (lithium aluminium hydride), [OH-].[Na+] (sodium hydroxide), COC=1C=C2CCC(C2=CC1OC)C(=O)O ((5,6-dimethoxyindan-1-yl)carboxylic acid), O (water). Run in O1CCCC1 (tetrahydrofuran), O1CCCC1 (tetrahydrofuran). Reaction conditions: time 18 hour. The product is COC=1C=C2CCC(C2=CC1OC)CO ((5,6-dimethoxyindan-1-yl)methanol). Isolated yield 97.8%. As a reaction SMILES: [H-].[Al+3].[Li+].[H-].[H-].[H-].[CH3:7][O:8][C:9]1[CH:10]=[C:11]2[C:15](=[CH:16][C:17]=1[O:18][CH3:19])[CH:14]([C:20](O)=[O:21])[CH2:13][CH2:12]2.O.[OH-].[Na+]>O1CCCC1>[CH3:7][O:8][C:9]1[CH:10]=[C:11]2[C:15](=[CH:16][C:17]=1[O:18][CH3:19])[CH:14]([CH2:20][OH:21])[CH2:13][CH2:12]2 |f:0.1.2.3.4.5,8.9|. Reported procedure: To 3.1 g of lithium aluminium hydride suspended in 30 ml of tetrahydrofuran there are added 18 g of (5,6-dimethoxyindan-1-yl)carboxylic acid [described in J. Pharm. Sci. (1968) 57 (6) 1013] dissolved in 180 ml of tetrahydrofuran. After stirring at room temperature for 18 hours, there are added dropwise, with cooling, 2.2 ml of water, then 1.7 ml of 20% sodium hydroxide, and finally 7.6 ml of water. The mineral salts are then filtered and rinsed, and the filtrate is evaporated to dryness. In this...